This data is from the Open Reaction Database (ORD), a public repository of structured organic reaction records. The task is: describe an organic reaction: reactants, conditions, products, and yield Starting materials: CC(C)(C)C1=CC=C(C=O)C=C1 (4-(1,1-dimethylethyl)benzaldehyde), C(CCC)[Li] (n-butyl lithium), C(CC(=O)C)(=O)OC (methyl acetoacetate), [H-].[Na+] (NaH), aldehyde. The solvent is O1CCCC1 (tetrahydrofuran), CCCCCC (hexane). Reaction conditions: temperature 0 celsius, time 15 minute. Product: CC(C)(C)C1=CC=C(C=C1)C1CC(=CC(O1)=O)O (6-[4-(1,1-Dimethylethyl)phenyl]-5,6-dihydro-4-hydroxy-2H-pyran-2-one), solid. RXN SMILES: [C:1]([O:7][CH3:8])(=[O:6])[CH2:2][C:3]([CH3:5])=[O:4].[H-].[Na+].C([Li])CCC.[CH3:16][C:17]([C:20]1[CH:27]=[CH:26][C:23](C=O)=[CH:22][CH:21]=1)([CH3:19])[CH3:18]>CCCCCC.O1CCCC1>[CH3:16][C:17]([C:20]1[CH:27]=[CH:26][C:23]([CH:8]2[O:7][C:1](=[O:6])[CH:2]=[C:3]([OH:4])[CH2:5]2)=[CH:22][CH:21]=1)([CH3:19])[CH3:18] |f:1.2|. Procedure details: The title compound was prepared as described in General Method 1 using 5.0 mL of methyl acetoacetate, 2.0 g of NaH 60% dispersion in oil, 31.5 mL of 1.6M n-butyl lithium in hexane, 9.0 g of 4-(1,1-dimethylethyl)benzaldehyde and 100 mL of tetrahydrofuran. After addition of the aldehyde, the reaction was stirred for 15 minutes at 0° C. then allowed to warm to room temperature overnight. The crude product was triturated from diethyl ether to afford a solid (m.p. 164°-165° C.). 1 H NMR (CDCl3) δ 1.3...